Dataset: the Open Reaction Database (ORD), a public repository of structured organic reaction records. Task: describe an organic reaction: reactants, conditions, products, and yield The reactants are C, CO, COC(=O)c1c(F)ccc([N+](=O)[O-])c1C, [Pd]. Yields the product COC(=O)c1c(F)ccc(N)c1C. RXN SMILES: [C:18].[CH3:16][OH:17].[F:1][c:2]1[cH:3][cH:4][c:5]([N+:13]([O-:14])=[O:15])[c:6]([CH3:12])[c:7]1[C:8](=[O:9])[O:10][CH3:11].[Pd:19]>>[F:1][c:2]1[cH:3][cH:4][c:5]([NH2:13])[c:6]([CH3:12])[c:7]1[C:8](=[O:9])[O:10][CH3:11]. Reactants: C1CCC(CC1)CC(=O)NC1=CC=CC=C1 (4-Cyclohexylacetanilide), Cl(=O)(=O)[O-].[Na+] (sodium chlorate), hexanes Et2O, S([O-])(O)=O.[Na+] (sodium bisulfite). The solvent is Cl (HCl), C(C)(=O)O (acetic acid), O (water), O (water). The product is ClC1CCCC(C1)CC(=O)NC1=CC=CC=C1 (2-chloro-4-cyclohexylacetanilide). As a reaction SMILES: [CH2:1]1[CH2:6][CH2:5][CH:4]([CH2:7][C:8]([NH:10][C:11]2[CH:16]=[CH:15][CH:14]=[CH:13][CH:12]=2)=[O:9])[CH2:3][CH2:2]1.[Cl:17]([O-])(=O)=O.[Na+].S(=O)(O)[O-].[Na+]>Cl.C(O)(=O)C.O>[Cl:17][CH:2]1[CH2:3][CH:4]([CH2:7][C:8]([NH:10][C:11]2[CH:12]=[CH:13][CH:14]=[CH:15][CH:16]=2)=[O:9])[CH2:5][CH2:6][CH2:1]1 |f:1.2,3.4|. Procedure: 4-Cyclohexylacetanilide (24 g, 110 mmol) is dissolved in a mixture of concentrated HCl (25 mL) and acetic acid (75 mL). The mixture is cooled in an ice bath and a solution of sodium chlorate (NaClO3, 7.5 g, 70 mmol) in water (30 mL) is added via a dropping funnel. The reaction is allowed to warm to room temperature and then poured into saturated sodium bisulfite solution (500 mL). The solid which forms is isolated by filtration and subsequently washed first with water (500 mL) and then a mixture... Reactants: [N+](=O)(O)[O-] (nitric acid), OS(=O)(=O)O (H2SO4), ClC1=CC=C(C(=O)O)C=C1 (p-chlorobenzoic acid), [N+](=O)(O)[O-] (nitric acid), [N+](=O)(O)[O-] (nitric acid). Solvent: O (water), O (water). Reaction conditions: temperature 0 celsius. Product: ClC1=C(C=C(C(=O)O)C=C1)[N+](=O)[O-] (4-chloro-3-nitrobenzoic acid). RXN SMILES: OS(O)(=O)=O.[Cl:6][C:7]1[CH:15]=[CH:14][C:10]([C:11]([OH:13])=[O:12])=[CH:9][CH:8]=1.[N+:16]([O-])([OH:18])=[O:17]>O>[Cl:6][C:7]1[CH:15]=[CH:14][C:10]([C:11]([OH:13])=[O:12])=[CH:9][C:8]=1[N+:16]([O-:18])=[O:17]. Procedure details: To a 5-liter, 3-necked, round-bottom flask, equipped with a stirrer and thermometer, is added 2.0 liters of concentrated H2SO4 and 800 g of powdered (about 1-2 microns) p-chlorobenzoic acid. The mixture is stirred and cooled to 0° C. in an oil bath. To the cooled mixture is added 432 ml of 71 weight percent nitric acid in water solution dropwise. The nitric acid solution is added at a rate slow enough to maintain the temperature lower than about 30° C. Upon completion of adding nitric acid, the ... Starting materials: C(C)(C)(C)OC(NC[C@@H]1CN(CC1)C1=C(C=C(C=C1)[N+](=O)[O-])Cl)=O ([(R)-1-(2-chloro-4-nitrophenyl)pyrrolidin-3-yl]methylcarbamic acid tert-butyl ester), FC(C(=O)O)(F)F (trifluoroacetic acid), Cl (HCl). Solvent: O1CCOCC1 (dioxane), ClCCl (dichloromethane), propanole-2. Conditions: time 5 hour. Product: ClC1=C(C=CC(=C1)[N+](=O)[O-])N1C[C@H](CC1)CN ([(R)-1-(2-Chloro-4-nitrophenyl)pyrrolidin-3-yl]methylamine). RXN SMILES: C(OC(=O)[NH:7][CH2:8][C@H:9]1[CH2:13][CH2:12][N:11]([C:14]2[CH:19]=[CH:18][C:17]([N+:20]([O-:22])=[O:21])=[CH:16][C:15]=2[Cl:23])[CH2:10]1)(C)(C)C.FC(F)(F)C(O)=O.Cl>ClCCl.O1CCOCC1>[Cl:23][C:15]1[CH:16]=[C:17]([N+:20]([O-:22])=[O:21])[CH:18]=[CH:19][C:14]=1[N:11]1[CH2:12][CH2:13][C@H:9]([CH2:8][NH2:7])[CH2:10]1. Procedure: A solution of [(R)-1-(2-chloro-4-nitrophenyl)pyrrolidin-3-yl]methylcarbamic acid tert-butyl ester (560 mg) in dichloromethane (2 mL) was mixed with trifluoroacetic acid (2 mL; alternatively a solution of HCl in dioxane or propanole-2 can be used) and stirred at room temperature for 5 hours. The reaction mixture was partitioned between dichloromethane and sodium carbonate solution. The organic phase was dried and concentrated. The product with the molecular weight of 255.71 (C11H14ClN3O2) was obt... Starting materials: ClC1=NN=CC2=CC(=CC=C12)C=1C=C(C(=O)OC)C=CC1C (Methyl 3-(1-chlorophthalazin-6-yl)-4-methylbenzoate), CC1(OB(OC(C1)C)C(C(F)(F)F)=C)C (4,4,6-trimethyl-2-(1,1,1-trifluoroprop-2-en-2-yl)-1,3,2-dioxaborinane), C(C)O (ethyl alcohol), C([O-])([O-])=O.[K+].[K+] (potassium carbonate). Reagents/catalysts: C=1C=CC(=CC1)[P](C=2C=CC=CC2)(C=3C=CC=CC3)[Pd]([P](C=4C=CC=CC4)(C=5C=CC=CC5)C=6C=CC=CC6)([P](C=7C=CC=CC7)(C=8C=CC=CC8)C=9C=CC=CC9)[P](C=1C=CC=CC1)(C=1C=CC=CC1)C=1C=CC=CC1 (tetrakis(triphenylphosphine)palladium). Run in COCCOC (1,2-dimethoxyethane), C(Cl)Cl (CH2Cl2). Run at temperature 80 celsius. The product is CC1=C(C=C(C(=O)OC)C=C1)C=1C=C2C=NN=C(C2=CC1)C(C(F)(F)F)=C (methyl 4-methyl-3-(1-(1,1,1-trifluoroprop-2-en-2-yl)phthalazin-6-yl)benzoate). Isolated yield 31.3%. As a reaction SMILES: Cl[C:2]1[C:11]2[C:6](=[CH:7][C:8]([C:12]3[CH:13]=[C:14]([CH:19]=[CH:20][C:21]=3[CH3:22])[C:15]([O:17][CH3:18])=[O:16])=[CH:9][CH:10]=2)[CH:5]=[N:4][N:3]=1.CC1(C)CC(C)OB([C:31](=[CH2:36])[C:32]([F:35])([F:34])[F:33])O1.C(O)C.C(=O)([O-])[O-].[K+].[K+]>C(Cl)Cl.C1C=CC([P]([Pd]([P](C2C=CC=CC=2)(C2C=CC=CC=2)C2C=CC=CC=2)([P](C2C=CC=CC=2)(C2C=CC=CC=2)C2C=CC=CC=2)[P](C2C=CC=CC=2)(C2C=CC=CC=2)C2C=CC=CC=2)(C2C=CC=CC=2)C2C=CC=CC=2)=CC=1.COCCOC>[CH3:22][C:21]1[CH:20]=[CH:19][C:14]([C:15]([O:17][CH3:18])=[O:16])=[CH:13][C:12]=1[C:8]1[CH:7]=[C:6]2[C:11](=[CH:10][CH:9]=1)[C:2]([C:31](=[CH2:36])[C:32]([F:35])([F:34])[F:33])=[N:3][N:4]=[CH:5]2 |f:3.4.5,^1:53,55,74,93|. Procedure: Methyl 3-(1-chlorophthalazin-6-yl)-4-methylbenzoate (563 mg, 1800 μmol), 4,4,6-trimethyl-2-(1,1,1-trifluoroprop-2-en-2-yl)-1,3,2-dioxaborinane (799 mg, 3600 μmol), tetrakis(triphenylphosphine)palladium (208 mg, 180 μmol), ethyl alcohol (200 proof; 2000 μl), 1,2-dimethoxyethane (8000 μl), and potassium carbonate (2M aqueous solution; 2700 μl, 5400 μmol) were combined in a sealed tube and heated at 80° C. for 2 h, during which LC-MS indicated 100% conversion. The cooled reaction was diluted with C... Starting materials: ClCCl, O=C1c2ccccc2C(=O)N1CCS(=O)(=O)Cl, NC(=O)c1cc(-c2ccccc2)cc2c(C3CCNCC3)c[nH]c12. Product: NC(=O)c1cc(-c2ccccc2)cc2c(C3CCN(S(=O)(=O)CCN4C(=O)c5ccccc5C4=O)CC3)c[nH]c12. As a reaction SMILES: [Cl:42][CH2:43][Cl:44].[O:25]=[C:26]1[N:27]([CH2:36][CH2:37][S:38](=[O:39])(=[O:40])[Cl:41])[C:28](=[O:35])[c:29]2[cH:30][cH:31][cH:32][cH:33][c:34]21.[c:1]1(-[c:7]2[cH:8][c:9]3[c:10]([CH:19]4[CH2:20][CH2:21][NH:22][CH2:23][CH2:24]4)[cH:11][nH:12][c:13]3[c:14]([C:16](=[O:17])[NH2:18])[cH:15]2)[cH:2][cH:3][cH:4][cH:5][cH:6]1>>[c:1]1(-[c:7]2[cH:8][c:9]3[c:10]([CH:19]4[CH2:20][CH2:21][N:22]([S:38]([CH2:37][CH2:36][N:27]5[C:26](=[O:25])[c:34]6[c:29]([cH:30][cH:31][cH:32][cH:33]6)[C:28]5=[O:35])(=[O:39])=[O:40])[CH2:23][CH2:24]4)[cH:11][nH:12][c:13]3[c:14]([C:16](=[O:17])[NH2:18])[cH:15]2)[cH:2][cH:3][cH:4][cH:5][cH:6]1. Starting materials: C1CNC1, CC(C)O, Cc1cc(F)ncc1C(=O)N1CCN(S(=O)(=O)c2ccc(C(F)(F)F)cc2)CC1C. Yields the product Cc1cc(N2CCC2)ncc1C(=O)N1CCN(S(=O)(=O)c2ccc(C(F)(F)F)cc2)CC1C. As a reaction SMILES: [CH2:31]1[CH2:32][NH:33][CH2:34]1.[CH:35]([OH:36])([CH3:37])[CH3:38].[F:1][c:2]1[cH:3][c:4]([CH3:30])[c:5]([C:8](=[O:9])[N:10]2[CH:11]([CH3:29])[CH2:12][N:13]([S:16](=[O:17])(=[O:18])[c:19]3[cH:20][cH:21][c:22]([C:25]([F:26])([F:27])[F:28])[cH:23][cH:24]3)[CH2:14][CH2:15]2)[cH:6][n:7]1>>[c:2]1([N:33]2[CH2:32][CH2:31][CH2:34]2)[cH:3][c:4]([CH3:30])[c:5]([C:8](=[O:9])[N:10]2[CH:11]([CH3:29])[CH2:12][N:13]([S:16](=[O:17])(=[O:18])[c:19]3[cH:20][cH:21][c:22]([C:25]([F:26])([F:27])[F:28])[cH:23][cH:24]3)[CH2:14][CH2:15]2)[cH:6][n:7]1.